Task: describe an organic reaction: reactants, conditions, products, and yield. Dataset: the Open Reaction Database (ORD), a public repository of structured organic reaction records The reactants are BrB(Br)Br, CCOC(=O)Cc1ccc(C(C)C)c(OC)c1, ClCCl. The product is CCOC(=O)Cc1ccc(C(C)C)c(O)c1. Reaction SMILES: [B:18]([Br:19])([Br:20])[Br:21].[CH:1]([CH3:2])([CH3:3])[c:4]1[c:5]([O:16][CH3:17])[cH:6][c:7]([CH2:10][C:11](=[O:12])[O:13][CH2:14][CH3:15])[cH:8][cH:9]1.[Cl:22][CH2:23][Cl:24]>>[CH:1]([CH3:2])([CH3:3])[c:4]1[c:5]([OH:16])[cH:6][c:7]([CH2:10][C:11](=[O:12])[O:13][CH2:14][CH3:15])[cH:8][cH:9]1. Reactants: solution, [DBCO-Lys(mPEG5kD)]8[Lys]4[Lys]2Lys, C=1C=CC(=C(C1)C2=C3C=CC(=O)C=C3OC4=C2C=CC(=C4)O)C(=O)O.[N-]=[N+]=[N-] (fluorescein azide). Run in CS(=O)C (DMSO), O1CCCC1 (tetrahydrofuran). Reaction conditions: time 17 hour. Yields the product C=1C=CC(=C(C1)C2=C3C=CC(=O)C=C3OC4=C2C=CC(=C4)O)C(=O)O (Fluorescein). RXN SMILES: [CH:1]1[CH:2]=[CH:3][C:4]([C:23]([OH:25])=[O:24])=[C:5]([C:7]2[C:17]3[CH:18]=[CH:19][C:20]([OH:22])=[CH:21][C:16]=3[O:15][C:14]3[C:8]=2[CH:9]=[CH:10][C:11]([CH:13]=3)=[O:12])[CH:6]=1.[N-]=[N+]=[N-]>O1CCCC1.CS(C)=O>[CH:1]1[CH:2]=[CH:3][C:4]([C:23]([OH:25])=[O:24])=[C:5]([C:7]2[C:8]3[CH:9]=[CH:10][C:11]([OH:12])=[CH:13][C:14]=3[O:15][C:16]3[C:17]=2[CH:18]=[CH:19][C:20]([CH:21]=3)=[O:22])[CH:6]=1 |f:0.1|. Procedure: To 500 μL of a 0.2 mM solution of [DBCO-Lys(mPEG5kD)]8[Lys]4[Lys]2Lys-DAB-DNP in tetrahydrofuran was added 103 μL of the 11.7 mM linked fluorescein azide solution in DMSO prepared in Example 34. The reaction solution was incubated in the dark for 17 hours at which time HPLC analysis indicated complete consumption of the fluorescein azide. A further 50 μL aliquot of the linked fluorescein azide was added and the reaction incubated in the dark for 24 hours. HPLC analysis now showed residual fluore...